This data is from the Open Reaction Database (ORD), a public repository of structured organic reaction records. The task is: describe an organic reaction: reactants, conditions, products, and yield Starting materials: CN1Cc2c(I)ncn2-c2cccc(Br)c2C1=O, CCNCC, C#CC(C)(C)O, [Cu]I, Cl[Pd]Cl, c1ccc(P(c2ccccc2)c2ccccc2)cc1, c1ccc(P(c2ccccc2)c2ccccc2)cc1. Yields the product CN1Cc2c(C#CC(C)(C)O)ncn2-c2cccc(Br)c2C1=O. Reaction SMILES: [Br:1][c:2]1[cH:3][cH:4][cH:5][c:6]2[c:7]1[C:8](=[O:18])[N:9]([CH3:17])[CH2:10][c:11]1[n:12]-2[cH:13][n:14][c:15]1[I:16].[CH2:25]([NH:26][CH2:27][CH3:28])[CH3:29].[CH3:19][C:20]([CH3:21])([C:22]#[CH:23])[OH:24].[Cu:71][I:72].[Pd:30]([Cl:31])[Cl:32].[c:33]1([P:34]([c:35]2[cH:36][cH:37][cH:38][cH:39][cH:40]2)[c:41]2[cH:42][cH:43][cH:44][cH:45][cH:46]2)[cH:47][cH:48][cH:49][cH:50][cH:51]1.[c:52]1([P:53]([c:54]2[cH:55][cH:56][cH:57][cH:58][cH:59]2)[c:60]2[cH:61][cH:62][cH:63][cH:64][cH:65]2)[cH:66][cH:67][cH:68][cH:69][cH:70]1>>[Br:1][c:2]1[cH:3][cH:4][cH:5][c:6]2[c:7]1[C:8](=[O:18])[N:9]([CH3:17])[CH2:10][c:11]1[n:12]-2[cH:13][n:14][c:15]1[C:23]#[C:22][C:20]([CH3:19])([CH3:21])[OH:24]. Starting materials: CCOCC, BrC1CC1, Cl, N#Cc1ccc(OC(F)F)cc1, [Mg], C1CCOC1. Product: O=C(c1ccc(OC(F)F)cc1)C1CC1. Reaction SMILES: [CH3:19][CH2:20][O:21][CH2:22][CH3:23].[CH:2]1([Br:5])[CH2:3][CH2:4]1.[ClH:18].[F:6][CH:7]([O:8][c:9]1[cH:10][cH:11][c:12]([C:13]#[N:14])[cH:15][cH:16]1)[F:17].[Mg:1].[O:24]1[CH2:25][CH2:26][CH2:27][CH2:28]1>>[CH:2]1([C:13]([c:12]2[cH:11][cH:10][c:9]([O:8][CH:7]([F:6])[F:17])[cH:16][cH:15]2)=[O:21])[CH2:3][CH2:4]1. The reactants are P(=O)([O-])([O-])[O-] (phosphate), Mercuric oxide, C(#C)[C@]1([C@]2(C)[C@@H](CC1=C)[C@@H]1C=C(C3=CC(CC[C@]3(C)[C@H]1CC2)=O)C)O (17α-ethynyl-17β-hydroxy-6-methyl-16-methyleneandrosta-4,6-diene-3-one), S(O)(O)(=O)=O (sulfuric acid). The solvent is CO (methanol), C1CCOC1 (THF), O (water). Reaction conditions: time 8 hour. Product: C(C)(=O)[C@]1([C@]2(C)[C@@H](CC1=C)[C@@H]1C=C(C3=CC(CC[C@]3(C)[C@H]1CC2)=O)C)O (17α-Acetyl-17β-hydroxy-6-methyl-16-methyleneandrosta-4,6-dien-3-one). RXN SMILES: S(=O)(=O)(O)O.[C:6]([C@:8]1([OH:30])[C:13](=[CH2:14])[CH2:12][C@H:11]2[C@H:15]3[C@H:25]([CH2:26][CH2:27][C@:9]12[CH3:10])[C@:23]1([CH3:24])[C:18](=[CH:19][C:20](=[O:28])[CH2:21][CH2:22]1)[C:17]([CH3:29])=[CH:16]3)#[CH:7].P([O-])([O-])([O-])=[O:32]>O.CO.C1COCC1>[C:6]([C@:8]1([OH:30])[C:13](=[CH2:14])[CH2:12][C@H:11]2[C@H:15]3[C@H:25]([CH2:26][CH2:27][C@:9]12[CH3:10])[C@:23]1([CH3:24])[C:18](=[CH:19][C:20](=[O:28])[CH2:21][CH2:22]1)[C:17]([CH3:29])=[CH:16]3)(=[O:32])[CH3:7]. Procedure details: Mercuric oxide (83 mg) dissolved in water (18 ml) containing sulfuric acid (0.11 ml) was added to 17α-ethynyl-17β-hydroxy-6-methyl-16-methyleneandrosta-4,6-diene-3-one (IVA, Example 20, 1.30 g) dissolved in a methanol (19 ml)-THF (3.8 ml) mixture. The mixture was heated at 40° (bath temperature) for 6 hr and then permitted to sit at 20°-25° overnight. Celite (1.7 g) and phosphate buffer (2 ml) were added, the mixture stirred and filtered. The solids were washed with methanol and THF. The filtrat... Starting materials: C(=O)C=1C=C2C(=C(C=NC2=CC1)C(=O)N)OC (6-formyl-4-methoxy-quinoline-3-carboxylic acid amide), C1(=CC=CC=C1)[C@H]1[C@@H](C1)NC=1SCC(N1)=O (2-((1R,2S)-2-phenyl-cyclopropylamino)-thiazol-4-one). Yields the product COC1=C(C=NC2=CC=C(C=C12)\C=C/1\C(N=C(S1)N[C@H]1[C@@H](C1)C1=CC=CC=C1)=O)C(=O)N (4-methoxy-6-[4-oxo-2-((1R,2S)-2-phenyl-cyclopropylamino)-4H-thiazol-(5Z)-ylidenemethyl]-quinoline-3-carboxylic acid amide). Reaction SMILES: [CH:1]([C:3]1[CH:4]=[C:5]2[C:10](=[CH:11][CH:12]=1)[N:9]=[CH:8][C:7]([C:13]([NH2:15])=[O:14])=[C:6]2[O:16][CH3:17])=O.[C:18]1([C@@H:24]2[CH2:26][C@H:25]2[NH:27][C:28]2[S:29][CH2:30][C:31](=[O:33])[N:32]=2)[CH:23]=[CH:22][CH:21]=[CH:20][CH:19]=1>>[CH3:17][O:16][C:6]1[C:5]2[C:10](=[CH:11][CH:12]=[C:3](/[CH:1]=[C:30]3/[C:31](=[O:33])[N:32]=[C:28]([NH:27][C@@H:25]4[CH2:26][C@H:24]4[C:18]4[CH:19]=[CH:20][CH:21]=[CH:22][CH:23]=4)[S:29]/3)[CH:4]=2)[N:9]=[CH:8][C:7]=1[C:13]([NH2:15])=[O:14]. Procedure details: Similar procedure as described in example 1g was used, starting from 6-formyl-4-methoxy-quinoline-3-carboxylic acid amide (example 2b) and 2-((1R,2S)-2-phenyl-cyclopropylamino)-thiazol-4-one (example 1f) to give 4-methoxy-6-[4-oxo-2-((1R,2S)-2-phenyl-cyclopropylamino)-4H-thiazol-(5Z)-ylidenemethyl]-quinoline-3-carboxylic acid amide. LC-MS m/e 445 (MH+). Starting materials: ClC1(C(=C(C(=C1Cl)Cl)Cl)Cl)Cl (Hexachlorocyclopentadiene), C1(C=CC(C2=CC=CC=C12)=O)=O (1,4-naphthoquinone). Solvent: C1(=CC=CC=C1)C (toluene). The product is ClC12C(=C(C(C3C(C4=CC=CC=C4C(C13)=O)=O)(C2(Cl)Cl)Cl)Cl)Cl (1,2,3,4,11,11-hexachloro-1,4,4a,9a-tetrahydro-1,4-methanoanthracene-9,10-dione). RXN SMILES: [Cl:1][C:2]1([Cl:11])[C:6]([Cl:7])=[C:5]([Cl:8])[C:4]([Cl:9])=[C:3]1[Cl:10].[C:12]1(=[O:23])[C:21]2[C:16](=[CH:17][CH:18]=[CH:19][CH:20]=2)[C:15](=[O:22])[CH:14]=[CH:13]1>C1(C)C=CC=CC=1>[Cl:7][C:6]12[C:2]([Cl:11])([Cl:1])[C:3]([Cl:10])([CH:14]3[CH:13]1[C:12](=[O:23])[C:21]1[C:16](=[CH:17][CH:18]=[CH:19][CH:20]=1)[C:15]3=[O:22])[C:4]([Cl:9])=[C:5]2[Cl:8]. Reported procedure: Hexachlorocyclopentadiene (60 g.), 1,4-naphthoquinone (31.6 g.), and 30 ml. of toluene were mixed, heated to reflux temperature, and maintained at this temperature for 4 hours. After cooling to room temperature and extracting the excess hexachlorocyclopentadiene with Skelly "B" solvent, the mixture solidified slowly. This crude brown solid was recrystallized repeatedly from benzene/Skelly "B" mix-solvent (70/30) to yield white crystals, m.p. 116°-118° C. Starting materials: O=C([O-])[O-], CCOC(C)=O, CC(C)(C)OC(=O)N1CCC(Nc2cc([N+](=O)[O-])ccc2Cl)CC1, [K+], [K+], CN(C)C=O, OCCS. Product: CC(C)(C)OC(=O)N1CCC(Nc2cc([N+](=O)[O-])ccc2SCCO)CC1. Reaction SMILES: [C:25](=[O:26])([O-:27])[O-:28].[CH3:40][CH2:41][O:42][C:43](=[O:44])[CH3:45].[Cl:1][c:2]1[c:3]([NH:11][CH:12]2[CH2:13][CH2:14][N:15]([C:18](=[O:19])[O:20][C:21]([CH3:22])([CH3:23])[CH3:24])[CH2:16][CH2:17]2)[cH:4][c:5]([N+:8](=[O:9])[O-:10])[cH:6][cH:7]1.[K+:29].[K+:30].[O:35]=[CH:36][N:37]([CH3:38])[CH3:39].[SH:31][CH2:32][CH2:33][OH:34]>>[c:2]1([S:31][CH2:32][CH2:33][OH:34])[c:3]([NH:11][CH:12]2[CH2:13][CH2:14][N:15]([C:18](=[O:19])[O:20][C:21]([CH3:22])([CH3:23])[CH3:24])[CH2:16][CH2:17]2)[cH:4][c:5]([N+:8](=[O:9])[O-:10])[cH:6][cH:7]1. The reactants are OC1[C@H](N)[C@@H](O)[C@H](O)[C@H](O1)CO (D-glucosamine), C(C1=CC=C(C=C1)OC)=O (p-anisaldehyde). The product is C(C)(=O)OC1[C@H](N)[C@@H](OC(C)=O)[C@H](OC(C)=O)[C@H](O1)COC(C)=O (1,3,4,6-tetra-O-acetyl-D-glucosamine), Schiff's base. RXN SMILES: [OH:1][CH:2]1[O:10][C@H:9]([CH2:11][OH:12])[C@@H:7]([OH:8])[C@H:5]([OH:6])[C@H:3]1[NH2:4].C(=O)C1C=[CH:18][C:17]([O:20]C)=CC=1>>[C:2]([O:1][CH:2]1[O:10][C@H:9]([CH2:11][O:12][C:17](=[O:20])[CH3:18])[C@@H:7]([O:8][C:9](=[O:10])[CH3:11])[C@H:5]([O:6][C:5](=[O:6])[CH3:7])[C@H:3]1[NH2:4])(=[O:1])[CH3:3]. Reported procedure: Other N-acyl derivatives of glucosamines of formula I (i.e. where both R1 and R2 are not a hydrogen atom) can be obtained by deacetylation of the respective derivatives of 1,3,4,6-tetra-O-D-glucosamine by means of alcoholic hydrochloric acid. See Examples 4, 7, and 8. The 1,3,4,6-tetra-O-acetyl-D-glucosamine (R1 =R2 =acetyl in formula II) reagent is synthesized from D-glucosamine by reaction of the latter with a protecting agent for the amino group (e.g. p-anisaldehyde) to form a Schiff's base. ...